From a dataset of the Open Reaction Database (ORD), a public repository of structured organic reaction records. describe an organic reaction: reactants, conditions, products, and yield The reactants are Cl (HCl), C([O-])(O)=O.[Na+] (sodium bicarbonate), CN(N)C(CC1=CC=C(C=C1)F)=O ((4-fluorophenyl)-acetic acid N-methyl-hydrazide), C(C)(C)(C)OC(=O)N1CCC(CC1)=O (4-oxo-piperidine-1-carboxylic acid tert-butyl ester), [BH3-]C#N.[Na+] (NaCNBH3). The solvent is C(C)O (ethanol). Reaction conditions: time 3 hour. Yields the product C(C)(C)(C)OC(=O)N1CCC(CC1)NN(C)C(CC1=CC=C(C=C1)F)=O (4-{N′-[2-(4-fluoro-phenyl)-acetyl]-N′-methyl-hydrazino}-piperidine-1-carboxylic acid tert-butyl ester). Yield: 93.0%. RXN SMILES: [CH3:1][N:2]([C:4](=[O:13])[CH2:5][C:6]1[CH:11]=[CH:10][C:9]([F:12])=[CH:8][CH:7]=1)[NH2:3].[C:14]([O:18][C:19]([N:21]1[CH2:26][CH2:25][C:24](=O)[CH2:23][CH2:22]1)=[O:20])([CH3:17])([CH3:16])[CH3:15].[BH3-]C#N.[Na+].Cl.C(=O)(O)[O-].[Na+]>C(O)C>[C:14]([O:18][C:19]([N:21]1[CH2:26][CH2:25][CH:24]([NH:3][N:2]([C:4](=[O:13])[CH2:5][C:6]2[CH:11]=[CH:10][C:9]([F:12])=[CH:8][CH:7]=2)[CH3:1])[CH2:23][CH2:22]1)=[O:20])([CH3:17])([CH3:15])[CH3:16] |f:2.3,5.6|. Procedure details: To a stirred solution of (4-fluorophenyl)-acetic acid N-methyl-hydrazide, 8, (2 g, 11 mmol) in ethanol (20 mL) is added commercially available 4-oxo-piperidine-1-carboxylic acid tert-butyl ester (2.19 g, 11 mmol). The reaction mixture is refluxed for 30 minutes, then cooled to room temperature after which NaCNBH3 (1.04 g, 16,5 mmol) is added. The pH of the reaction mixture is adjusted to about 3 with concentrated HCl and the reaction mixture stirred for 3 hours at room temperature. The mixture i... Starting materials: O=C([O-])[O-], CN(C)C=O, Cc1[nH]nc(OC2OC(CO)C(O)C(O)C2O)c1Cc1ccc(OC(C)C)cc1, [Cs+], [Cs+], CCCI, O. Yields the product CCCn1nc(OC2OC(CO)C(O)C(O)C2O)c(Cc2ccc(OC(C)C)cc2)c1C. RXN SMILES: [C:30](=[O:31])([O-:32])[O-:33].[CH3:41][N:42]([CH3:43])[CH:44]=[O:45].[CH:1]1([O:12][c:13]2[n:14][nH:15][c:16]([CH3:29])[c:17]2[CH2:18][c:19]2[cH:20][cH:21][c:22]([O:25][CH:26]([CH3:27])[CH3:28])[cH:23][cH:24]2)[CH:2]([OH:3])[CH:4]([OH:5])[CH:6]([OH:7])[CH:8]([CH2:10][OH:11])[O:9]1.[Cs+:34].[Cs+:35].[I:36][CH2:37][CH2:38][CH3:39].[OH2:40]>>[CH:1]1([O:12][c:13]2[n:14][n:15]([CH2:37][CH2:38][CH3:39])[c:16]([CH3:29])[c:17]2[CH2:18][c:19]2[cH:20][cH:21][c:22]([O:25][CH:26]([CH3:27])[CH3:28])[cH:23][cH:24]2)[CH:2]([OH:3])[CH:4]([OH:5])[CH:6]([OH:7])[CH:8]([CH2:10][OH:11])[O:9]1. Reactants: BrC1=CC(=C(C=C1)O)C (4-bromo-2-methylphenol), C([O-])([O-])=O.[Cs+].[Cs+] (cesium carbonate), BrCC=C(C)C (4-bromo-2-methyl-2-butene). Yields the product BrC1=CC(=C(C=C1)OCC=C(C)C)C (4-bromo-2-methyl-1-[(3-methylbut-2-en-1-yl)oxy]benzene). Reaction SMILES: [Br:1][C:2]1[CH:7]=[CH:6][C:5]([OH:8])=[C:4]([CH3:9])[CH:3]=1.C(=O)([O-])[O-].[Cs+].[Cs+].Br[CH2:17][CH:18]=[C:19]([CH3:21])[CH3:20]>>[Br:1][C:2]1[CH:7]=[CH:6][C:5]([O:8][CH2:17][CH:18]=[C:19]([CH3:21])[CH3:20])=[C:4]([CH3:9])[CH:3]=1 |f:1.2.3|. Reported procedure: Using essentially the same procedure as Example 5-20, Step 1, 4-bromo-2-methylphenol (1.00 g, 5.35 mmol), cesium carbonate (3.48 g, 10.7 mmol) and 4-bromo-2-methyl-2-butene (0.75 mL, 6.42 mmol) afforded the desired product as a pale-yellow oil.